From a dataset of the Open Reaction Database (ORD), a public repository of structured organic reaction records. describe an organic reaction: reactants, conditions, products, and yield Reactants: BrC=1C=CC2=C(C=C(CCS2(=O)=O)C(=O)OC)C1 (methyl 7-bromo-1,1-dioxo-2,3-dihydro-1-benzothiepine-4-carboxylate), B(OC1=CC=C(C=C1)C(F)(F)F)([O-])[O-] (4-trifluoromethylphenyl borate), C([O-])([O-])=O.[K+].[K+] (potassium carbonate). Reagents/catalysts: C=1C=CC(=CC1)[P](C=2C=CC=CC2)(C=3C=CC=CC3)[Pd]([P](C=4C=CC=CC4)(C=5C=CC=CC5)C=6C=CC=CC6)([P](C=7C=CC=CC7)(C=8C=CC=CC8)C=9C=CC=CC9)[P](C=1C=CC=CC1)(C=1C=CC=CC1)C=1C=CC=CC1 (tetrakistriphenylphosphinepalladium). Run in C1(=CC=CC=C1)C.C(C)O.O (toluene ethanol water). Reaction conditions: time 1 hour. Yields the product FC(C1=CC=C(C=C1)C=1C=CC2=C(C=C(CCS2(=O)=O)C(=O)OC)C1)(F)F (methyl 7-(4-trifluoromethylphenyl)-1,1-dioxo-2,3-dihydro-1-benzothiepine-4-carboxylate). Isolated yield 58.9%. Reaction SMILES: Br[C:2]1[CH:3]=[CH:4][C:5]2[S:11](=[O:13])(=[O:12])[CH2:10][CH2:9][C:8]([C:14]([O:16][CH3:17])=[O:15])=[CH:7][C:6]=2[CH:18]=1.B([O-])([O-])O[C:21]1[CH:26]=[CH:25][C:24]([C:27]([F:30])([F:29])[F:28])=[CH:23][CH:22]=1.C(=O)([O-])[O-].[K+].[K+]>C1(C)C=CC=CC=1.C(O)C.O.C1C=CC([P]([Pd]([P](C2C=CC=CC=2)(C2C=CC=CC=2)C2C=CC=CC=2)([P](C2C=CC=CC=2)(C2C=CC=CC=2)C2C=CC=CC=2)[P](C2C=CC=CC=2)(C2C=CC=CC=2)C2C=CC=CC=2)(C2C=CC=CC=2)C2C=CC=CC=2)=CC=1>[F:28][C:27]([F:30])([F:29])[C:24]1[CH:25]=[CH:26][C:21]([C:2]2[CH:3]=[CH:4][C:5]3[S:11](=[O:13])(=[O:12])[CH2:10][CH2:9][C:8]([C:14]([O:16][CH3:17])=[O:15])=[CH:7][C:6]=3[CH:18]=2)=[CH:22][CH:23]=1 |f:2.3.4,5.6.7,^1:53,55,74,93|. Procedure details: Under argon atmosphere, a mixture of methyl 7-bromo-1,1-dioxo-2,3-dihydro-1-benzothiepine-4-carboxylate (1.00 g), 4-trifluoromethylphenyl borate (0.63 g) and potassium carbonate (0.84 g) in toluene/ethanol/water (30/3/3 ml) was stirred at room temperature for 1 hour. To the mixture was added tetrakistriphenylphosphinepalladium (0.174 g), and the mixture was refluxed for 16 hours, cooled, extracted with ethyl acetate, washed with saturated brine, dried with magnesium sulfate and concentrated unde... Reported procedure: The title product was prepared according to the procedure for Example 102 using diethyl (4-{[4-chloro-5-(trifluoromethyl)pyrimidin-2-yl]amino}benzyl)phosphonate (52.9 mg, 0.125 mmol) and 8-amino-2-methyl-3,4-dihydroisoquinolin-1(2H)-one (Compound 132A, 25 mg, 0.14 mmol). The crude material was adsorbed onto a pre-filled solid loading cartridge and purified using the Teledyne/ISCO Combiflash system, eluting with 0-5% MeOH:CH2Cl2. The desired fractions were pooled together and concentrated in vacu... RXN SMILES: Cl[C:2]1[C:7]([C:8]([F:11])([F:10])[F:9])=[CH:6][N:5]=[C:4]([NH:12][C:13]2[CH:27]=[CH:26][C:16]([CH2:17][P:18](=[O:25])([O:22][CH2:23][CH3:24])[O:19][CH2:20][CH3:21])=[CH:15][CH:14]=2)[N:3]=1.[NH2:28][C:29]1[CH:30]=[CH:31][CH:32]=[C:33]2[C:38]=1[C:37](=[O:39])[N:36]([CH3:40])[CH2:35][CH2:34]2>>[CH3:40][N:36]1[CH2:35][CH2:34][C:33]2[C:38](=[C:29]([NH:28][C:2]3[C:7]([C:8]([F:11])([F:10])[F:9])=[CH:6][N:5]=[C:4]([NH:12][C:13]4[CH:14]=[CH:15][C:16]([CH2:17][P:18](=[O:25])([O:22][CH2:23][CH3:24])[O:19][CH2:20][CH3:21])=[CH:26][CH:27]=4)[N:3]=3)[CH:30]=[CH:31][CH:32]=2)[C:37]1=[O:39]. Starting materials: NC=1C=CC=C2CCN(C(C12)=O)C (8-amino-2-methyl-3,4-dihydroisoquinolin-1(2H)-one), crude material, ClC1=NC(=NC=C1C(F)(F)F)NC1=CC=C(CP(OCC)(OCC)=O)C=C1 (diethyl (4-{[4-chloro-5-(trifluoromethyl)pyrimidin-2-yl]amino}benzyl)phosphonate), NC=1C=CC=C2CCN(C(C12)=O)C (8-amino-2-methyl-3,4-dihydroisoquinolin-1(2H)-one). Product: CN1C(C2=C(C=CC=C2CC1)NC1=NC(=NC=C1C(F)(F)F)NC1=CC=C(CP(OCC)(OCC)=O)C=C1)=O (Diethyl [4-({4-[(2-methyl-1-oxo-1,2,3,4-tetrahydroisoquinolin-8-yl)amino]-5-(trifluoromethyl)pyrimidin-2-yl}amino)benzyl]phosphonate), title material. Starting materials: C(C(C)(C)C)O (Neopentanol), C12C(NC(C2C1)=O)=O (3-azabicyclo[3.1.0]hexane-2,4dione), N(=NC(=O)OCC)C(=O)OCC (Diethyl azodicarboxylate), C1(=CC=CC=C1)P(C1=CC=CC=C1)C1=CC=CC=C1 (triphenylphosphine), C(CCCCC=C)O (6-hepten-1-ol). Run in O1CCCC1 (tetrahydrofuran). Conditions: time 5 minute. Product: C(CCCCC=C)N1C(C2CC2C1=O)=O (3-(6-Hepten-1-yl)-3-azabicyclo[3.1.0]hexane-2,4-dione). As a reaction SMILES: N(C(OCC)=O)=NC(OCC)=O.C1(P(C2C=CC=CC=2)C2C=CC=CC=2)C=CC=CC=1.[CH2:32](O)[CH2:33][CH2:34][CH2:35][CH2:36][CH:37]=[CH2:38].C(O)C(C)(C)C.[CH:46]12[CH2:51][CH:50]1[C:49](=[O:52])[NH:48][C:47]2=[O:53]>O1CCCC1>[CH2:32]([N:48]1[C:49](=[O:52])[CH:50]2[CH:46]([CH2:51]2)[C:47]1=[O:53])[CH2:33][CH2:34][CH2:35][CH2:36][CH:37]=[CH2:38]. Procedure details: Diethyl azodicarboxylate (0.5 g) was added dropwise over 1 minute to a stirred solution of triphenylphosphine (0.75 g) in tetrahydrofuran (20 ml) at -78° C. under a nitrogen atmosphere. The reaction mixture was stirred for 5 minutes and then 6-hepten-1-ol (0.36 g) was added dropwise over 1 minute, followed by stirring at -78° C. for a further 5 minutes. Neopentanol (0.12 g) was added to the reaction mixture, followed by 3-azabicyclo[3.1.0]hexane-2,4dione (0.32 g) and stirring was continued for a... Starting materials: S1C=C(C2=C1C=CC=C2)C(C)=O (1-(1-benzothiene-3-yl)ethanone), C(C)(=O)O (acetic acid), CC([O-])C.[Na+] (sodium isopropoxide). The reagents and catalysts are [Rh] (rhodium). Run in C(C)(C)O (isopropanol), C(C)(C)O (isopropanol). Conditions: time 2 hour. The product is S1C=C(C2=C1C=CC=C2)[C@H](C)O ((1S)-1-(1-benzothiene-3-yl)ethanol). The yield is 99.5%. RXN SMILES: [S:1]1[C:5]2[CH:6]=[CH:7][CH:8]=[CH:9][C:4]=2[C:3]([C:10](=[O:12])[CH3:11])=[CH:2]1.CC(C)[O-].[Na+].C(O)(=O)C>C(O)(C)C.[Rh]>[S:1]1[C:5]2[CH:6]=[CH:7][CH:8]=[CH:9][C:4]=2[C:3]([C@@H:10]([OH:12])[CH3:11])=[CH:2]1 |f:1.2|. Reported procedure: To a solution of 4.45 g of 1-(1-benzothiene-3-yl)ethanone in 95 mL of isopropanol was added the asymmetric rhodium catalyst solution prepared as described above. Under reduced pressure (about 6600 Pa), an isopropanol solution of sodium isopropoxide (0.1 M, 10.0 mL) was added thereto. Further, the pressure was reduced to about 3700 Pa, followed by stirring at room temperature for 2 hours. To the reaction mixture was added acetic acid (2 mL) to stop the reaction, followed by concentrating under re... The reactants are CC(C)CCCC(C)C1C(O)CC2C3CC=C4CC(OC(=O)c5ccccc5)CCC4(C)C3CCC21C, ClCCl, O, CC(C)(C)[Si](C)(C)OS(=O)(=O)C(F)(F)F. The product is CC(C)CCCC(C)C1C(O[Si](C)(C)C(C)(C)C)CC2C3CC=C4CC(OC(=O)c5ccccc5)CCC4(C)C3CCC21C. As a reaction SMILES: [C:1]([c:2]1[cH:3][cH:4][cH:5][cH:6][cH:7]1)(=[O:8])[O:9][CH:10]1[CH2:11][C:12]2=[CH:13][CH2:14][CH:15]3[CH:16]4[CH2:17][CH:18]([OH:37])[CH:19]([CH:20]([CH2:21][CH2:22][CH2:23][CH:24]([CH3:25])[CH3:26])[CH3:27])[C:28]4([CH3:36])[CH2:29][CH2:30][CH:31]3[C:32]2([CH3:35])[CH2:33][CH2:34]1.[Cl:54][CH2:55][Cl:56].[OH2:53].[S:38]([O:39][Si:46]([CH3:47])([CH3:48])[C:49]([CH3:50])([CH3:51])[CH3:52])([C:40]([F:41])([F:42])[F:43])(=[O:44])=[O:45]>>[C:1]([c:2]1[cH:3][cH:4][cH:5][cH:6][cH:7]1)(=[O:8])[O:9][CH:10]1[CH2:11][C:12]2=[CH:13][CH2:14][CH:15]3[CH:16]4[CH2:17][CH:18]([O:37][Si:46]([CH3:47])([CH3:48])[C:49]([CH3:50])([CH3:51])[CH3:52])[CH:19]([CH:20]([CH2:21][CH2:22][CH2:23][CH:24]([CH3:25])[CH3:26])[CH3:27])[C:28]4([CH3:36])[CH2:29][CH2:30][CH:31]3[C:32]2([CH3:35])[CH2:33][CH2:34]1. The reactants are COc2ccc1ccc(OC(=O)C(C)(C)C)cc1c2 (substrate), O=C=O (effective_coupling_partner). Reagents/catalysts: dppf. Run at temperature 80 celsius, time 48 hour. Product: COc2ccc1ccc(C(=O)O)cc1c2. Starting materials: epoxide, OC1=CC=C(C=C1)CC1=CC=C(C=C1)O (Bis(p-hydroxyphenyl)methane), C(C1CO1)OCCCC (butyl glycidyl ether), epoxide. The reagents and catalysts are [Cl-].C(C1=CC=CC=C1)[N+](C)(C)C (benzyltrimethylammonium chloride). Reaction conditions: temperature 100 celsius, time 4 hour. Yields the product C(CCC)OCC(COC1=CC=C(C=C1)CC1=CC=C(C=C1)OCC(COCCCC)O)O (Bis(p-(3-butoxy-2-hydroxypropyloxy)phenyl)methane). RXN SMILES: [OH:1][C:2]1[CH:7]=[CH:6][C:5]([CH2:8][C:9]2[CH:14]=[CH:13][C:12]([OH:15])=[CH:11][CH:10]=2)=[CH:4][CH:3]=1.[CH2:16]([O:20][CH2:21][CH2:22][CH2:23][CH3:24])[CH:17]1[O:19][CH2:18]1>[Cl-].C([N+](C)(C)C)C1C=CC=CC=1>[CH2:21]([O:20][CH2:16][CH:17]([OH:19])[CH2:18][O:1][C:2]1[CH:3]=[CH:4][C:5]([CH2:8][C:9]2[CH:14]=[CH:13][C:12]([O:15][CH2:18][CH:17]([OH:19])[CH2:16][O:20][CH2:21][CH2:22][CH2:23][CH3:24])=[CH:11][CH:10]=2)=[CH:6][CH:7]=1)[CH2:22][CH2:23][CH3:24] |f:2.3|. Procedure: Bis(p-hydroxyphenyl)methane (303 g; 1.5 moles), butyl glycidyl ether of epoxide content 7.45 equiv./kg (402.7 g; 6 equiv.), and benzyltrimethylammonium chloride (3 g) were stirred together and heated to 100° C., at which temperature an exothermic reaction commenced. The mixture was kept at 120° C. by moderate cooling and then, when the temperature of the mixture began to fall, heating was resumed, keeping the temperature at 120° C. for 1 hour and 150° C. for 4 hours. The mixture was cooled, and ... The reactants are ON=C(C#C[Si](C)(C)C)Cl (N-Hydroxy-3-trimethylsilyl-prop-2-ynimidoyl chloride), ClC=1C=C(C=CC1)C#CC=NO (3-(3-Chlorophenyl)prop-2-ynal oxime). As a reaction SMILES: [OH:1][N:2]=[C:3]([Cl:10])[C:4]#[C:5][Si](C)(C)C.[Cl:11][C:12]1[CH:13]=[C:14](C#CC=NO)[CH:15]=[CH:16][CH:17]=1>>[Cl:11][C:12]1[CH:17]=[C:16]([C:5]#[C:4][C:3]([Cl:10])=[N:2][OH:1])[CH:15]=[CH:14][CH:13]=1. Yield: 96.4%. Product: ClC=1C=C(C=CC1)C#CC(=NO)Cl (3-(3-Chlorophenyl)-N-hydroxy-prop-2-ynimidoyl chloride). Procedure: The title compound was prepared following the method herein described for Compound 3b, using Compound 31e instead of 3-trimethylsilylprop-2-ynal oxime. The pale brown residue was used in the next step without further purification. Yield: 96.4%. Reactants: OC=1C=CC2=C(C(C=3NC4=CC(=CC=C4C3C2=O)C#N)(C)C)C1 (8-Hydroxy-6,6-dimethyl-11-oxo-6,11-dihydro-5H-benzo[b]carbazole-3-carbonitrile), C(C)OC(NCCCl)=O (ethyl-2-chloroethylcarbamate). Product: C(C)OC(NCCOC=1C=CC2=C(C(C=3NC4=CC(=CC=C4C3C2=O)C#N)(C)C)C1)=O ([2-(3-Cyano-6,6-dimethyl-11-oxo-6,11-dihydro-5H-benzo[b]carbazol-8-yloxy)-ethyl]-carbamic acid ethyl ester). As a reaction SMILES: [OH:1][C:2]1[CH:3]=[CH:4][C:5]2[C:17](=[O:18])[C:16]3[C:15]4[C:10](=[CH:11][C:12]([C:19]#[N:20])=[CH:13][CH:14]=4)[NH:9][C:8]=3[C:7]([CH3:22])([CH3:21])[C:6]=2[CH:23]=1.[CH2:24]([O:26][C:27](=[O:32])[NH:28][CH2:29][CH2:30]Cl)[CH3:25]>>[CH2:24]([O:26][C:27](=[O:32])[NH:28][CH2:29][CH2:30][O:1][C:2]1[CH:3]=[CH:4][C:5]2[C:17](=[O:18])[C:16]3[C:15]4[C:10](=[CH:11][C:12]([C:19]#[N:20])=[CH:13][CH:14]=4)[NH:9][C:8]=3[C:7]([CH3:21])([CH3:22])[C:6]=2[CH:23]=1)[CH3:25]. Reported procedure: Under the same conditions as the method for synthesizing Compound A7-17, the title compound was prepared from Compound A6 and ethyl-2-chloroethylcarbamate. The reactants are C([O-])(O)=O.[Na+] (sodium bicarbonate), ClC1=C(C=NC2=CN=C(C=C12)F)C#N (4-chloro-6-fluoro-[1.7]naphthyridine-3-carbonitrile), ClC=1C=C(N)C=CC1F (3-chloro-4-fluoroaniline). Run in [Cl-].[Na+].O (brine), C(C)O (ethanol). Yields the product ClC=1C=C(C=CC1F)NC1=C(C=NC2=CN=C(C=C12)F)C#N (4-(3-chloro-4-fluoro-phenylamino)-6-fluoro-[1.7]naphthyridine-3-carbonitrile). Yield: 83.6%. Reaction SMILES: Cl[C:2]1[C:11]2[C:6](=[CH:7][N:8]=[C:9]([F:12])[CH:10]=2)[N:5]=[CH:4][C:3]=1[C:13]#[N:14].[Cl:15][C:16]1[CH:17]=[C:18]([CH:20]=[CH:21][C:22]=1[F:23])[NH2:19].C(=O)(O)[O-].[Na+]>C(O)C.[Cl-].[Na+].O>[Cl:15][C:16]1[CH:17]=[C:18]([NH:19][C:2]2[C:11]3[C:6](=[CH:7][N:8]=[C:9]([F:12])[CH:10]=3)[N:5]=[CH:4][C:3]=2[C:13]#[N:14])[CH:20]=[CH:21][C:22]=1[F:23] |f:2.3,5.6.7|. Reported procedure: To 600 mg of 4-chloro-6-fluoro-[1.7]naphthyridine-3-carbonitrile in 15 mL of absolute ethanol was added 500 mg of 3-chloro-4-fluoroaniline. After refluxing the reaction under an inert atmosphere for 2 hours, the reaction mixture was poured into a mixture of brine and saturated aqueous sodium bicarbonate and the resultant crystals were filtered and washed with water. The product was then recrystallized from chloroform/hexanes. Drying in vacuo yielded 765 mg (83%) of 4-(3-chloro-4-fluoro-phenylami...